This data is from the Open Reaction Database (ORD), a public repository of structured organic reaction records. The task is: describe an organic reaction: reactants, conditions, products, and yield The reactants are O=S(Cl)Cl (SOCl2), CO (MeOH), ClC1=CC=C(C=C1)CCC(=O)O (3-(4-chlorophenyl)propanoic acid). Reaction conditions: time 8 hour. The product is ClC1=CC=C(C=C1)CCC(=O)OC (methyl 3-(4-chlorophenyl)propanoate). Isolated yield 97.0%. RXN SMILES: O=S(Cl)Cl.[Cl:5][C:6]1[CH:11]=[CH:10][C:9]([CH2:12][CH2:13][C:14]([OH:16])=[O:15])=[CH:8][CH:7]=1.[CH3:17]O>>[Cl:5][C:6]1[CH:7]=[CH:8][C:9]([CH2:12][CH2:13][C:14]([O:16][CH3:17])=[O:15])=[CH:10][CH:11]=1. Procedure details: Neat SOCl2 (25.7 g, 216.7 mmol) was added dropwise to a −60° C. solution of MeOH (100 mL). Upon completion of the addition, 3-(4-chlorophenyl)propanoic acid (10.0 g, 54.1 mmol) was added in several portions. Upon completion of the addition, the cooling bath was removed, and the reaction mixture was slowly warmed to room temperature and stirred overnight. The reaction was then concentrated to dryness, and the resulting residue was dissolved in DCM (100 mL), washed with saturated NaHCO3, dried (Mg...